Dataset: the Open Reaction Database (ORD), a public repository of structured organic reaction records. Task: describe an organic reaction: reactants, conditions, products, and yield As a reaction SMILES: [O:1]=[C:2]([CH:4]=[C:5]([CH3:7])[CH3:6])[CH3:3].[CH:8]1[CH:13]=[CH:12][CH:11]=[CH:10][CH:9]=1>>[CH3:6][C:5]([C:8]1[CH:13]=[CH:12][CH:11]=[CH:10][CH:9]=1)([CH3:7])[CH2:4][C:2](=[O:1])[CH3:3]. Starting materials: O=C(C)C=C(C)C (mesityl oxide), C1=CC=CC=C1 (benzene). The product is CC(CC(C)=O)(C)C1=CC=CC=C1 (4-methyl-4-phenyl-2-pentanone). Reported procedure: CMP can be prepared by reacting benzene with mesityl oxide to form 4-methyl-4-phenyl-2-pentanone which is then subjected to appropriate hydrogenation. The reactants are OBO, O=S(=O)(NC1Cc2cc(Br)ccc2N(Cc2ccccc2)C1)c1ccccc1, Fc1ccccc1, [K+], [K+], O=C([O-])[O-], O. The product is O=S(=O)(NC1Cc2cc(-c3ccc(F)cc3)ccc2N(Cc2ccccc2)C1)c1ccccc1. RXN SMILES: [BH:29]([OH:30])[OH:31].[CH2:1]([c:2]1[cH:3][cH:4][cH:5][cH:6][cH:7]1)[N:8]1[CH2:9][CH:10]([NH:19][S:20](=[O:21])(=[O:22])[c:23]2[cH:24][cH:25][cH:26][cH:27][cH:28]2)[CH2:11][c:12]2[cH:13][c:14]([Br:18])[cH:15][cH:16][c:17]21.[F:32][c:33]1[cH:34][cH:35][cH:36][cH:37][cH:38]1.[K+:39].[K+:40].[O-:41][C:42]([O-:43])=[O:44].[OH2:45]>>[CH2:1]([c:2]1[cH:3][cH:4][cH:5][cH:6][cH:7]1)[N:8]1[CH2:9][CH:10]([NH:19][S:20](=[O:21])(=[O:22])[c:23]2[cH:24][cH:25][cH:26][cH:27][cH:28]2)[CH2:11][c:12]2[cH:13][c:14](-[c:36]3[cH:35][cH:34][c:33]([F:32])[cH:38][cH:37]3)[cH:15][cH:16][c:17]21.